From a dataset of the Open Reaction Database (ORD), a public repository of structured organic reaction records. describe an organic reaction: reactants, conditions, products, and yield Starting materials: CN(C)C=O, COc1ccc(CCNC(=O)CCl)cc1OC, CC1NC(=O)NN=C1c1ccc(O)c(Cl)c1, [H-], [Na+]. Yields the product COc1ccc(CCNC(=O)COc2ccc(C3=NNC(=O)NC3C)cc2Cl)cc1OC. As a reaction SMILES: [CH3:36][N:37]([CH3:38])[CH:39]=[O:40].[Cl:19][CH2:20][C:21](=[O:22])[NH:23][CH2:24][CH2:25][c:26]1[cH:27][c:28]([O:34][CH3:35])[c:29]([O:32][CH3:33])[cH:30][cH:31]1.[Cl:1][c:2]1[cH:3][c:4]([C:9]2=[N:14][NH:13][C:12](=[O:15])[NH:11][CH:10]2[CH3:16])[cH:5][cH:6][c:7]1[OH:8].[H-:17].[Na+:18]>>[Cl:1][c:2]1[cH:3][c:4]([C:9]2=[N:14][NH:13][C:12](=[O:15])[NH:11][CH:10]2[CH3:16])[cH:5][cH:6][c:7]1[O:8][CH2:20][C:21](=[O:22])[NH:23][CH2:24][CH2:25][c:26]1[cH:27][c:28]([O:34][CH3:35])[c:29]([O:32][CH3:33])[cH:30][cH:31]1. Starting materials: [BH3-]C#N, C1CCOC1, CCOC(=O)Cc1c(Cl)ccc2ccc(C=O)cc12, CNC, CC(=O)O, CO, [Na+]. RXN SMILES: [C:23]([BH3-:24])#[N:25].[CH2:31]1[O:32][CH2:33][CH2:34][CH2:35]1.[CH2:4]([CH3:5])[O:6][C:7]([CH2:8][c:9]1[c:10]([Cl:21])[cH:11][cH:12][c:13]2[cH:14][cH:15][c:16]([CH:19]=[O:20])[cH:17][c:18]12)=[O:22].[CH3:1][NH:2][CH3:3].[CH3:27][C:28](=[O:29])[OH:30].[CH3:36][OH:37].[Na+:26]>>[CH3:1][N:2]([CH3:3])[CH2:19][c:16]1[cH:15][cH:14][c:13]2[cH:12][cH:11][c:10]([Cl:21])[c:9]([CH2:8][C:7]([O:6][CH2:4][CH3:5])=[O:22])[c:18]2[cH:17]1. The product is CCOC(=O)Cc1c(Cl)ccc2ccc(CN(C)C)cc12. Starting materials: C(#N)C=1C=C2COC(=O)C2=CC1 (5-cyanophthalide), C(#N)[Cu] (CuCN), C(#N)C=1C=C2COC(=O)C2=CC1 (5-cyanophthalide), NC=1C=C2COC(=O)C2=CC1 (5-aminophthalide). The product is NC=1C=C2COC(=O)C2=CC1 (5-Aminophthalide), NC=1C=C2C(C(=O)NC2=O)=CC1 (4-aminophthalimide). RXN SMILES: C(C1C=C2C(=CC=1)C(=O)OC2)#[N:2].[NH2:13][C:14]1[CH:15]=[C:16]2[C:21](=[CH:22][CH:23]=1)[C:19](=[O:20])[O:18][CH2:17]2.C([Cu])#N>>[NH2:13][C:14]1[CH:15]=[C:16]2[C:21](=[CH:22][CH:23]=1)[C:19](=[O:20])[O:18][CH2:17]2.[NH2:13][C:14]1[CH:15]=[C:16]2[C:17](=[O:18])[NH:2][C:19](=[O:20])[C:21]2=[CH:22][CH:23]=1. Reported procedure: A method for the preparation of 5-cyanophthalide has previously been described in Bull. Soc. Sci. Bretagne, 1951, 26, 35 and in Levy and Stephen, J. Chem. Soc., 1931, 867. By this method 5-aminophthalide is converted to the corresponding 5-cyanophthalide by diazotation followed by reaction with CuCN. 5-Aminophthalide was obtained from 4-aminophthalimide by a two step reduction procedure. Reactants: CNCCCCC(=O)O (5-(Methylamino)pentanoic acid), Cl (HCl), C([O-])([O-])=O.[K+].[K+] (potassium carbonate), ClC(=O)OC (Methyl chloroformate). Solvent: O (water), O1CCOCC1 (dioxane), O (water). The product is COC(=O)N(CCCCC(=O)O)C (5-[(methoxycarbonyl)(methyl)amino]pentanoic acid). Yield: 88.4%. RXN SMILES: [CH3:1][NH:2][CH2:3][CH2:4][CH2:5][CH2:6][C:7]([OH:9])=[O:8].C(=O)([O-])[O-].[K+].[K+].Cl[C:17]([O:19][CH3:20])=[O:18].Cl>O.O1CCOCC1>[CH3:20][O:19][C:17]([N:2]([CH3:1])[CH2:3][CH2:4][CH2:5][CH2:6][C:7]([OH:9])=[O:8])=[O:18] |f:1.2.3|. Procedure: 1-methyl-2-piperidone (5 ml, 44.1 mmol) was combined with barium hydroxide (3.8 g, 26.95 mmol) and water (55 ml). The suspension was warmed to 110° C. for 6 hours then cooled over an ice bath. Gaseous carbon dioxide was bubbled through the solution for 20 minutes. The suspension was filtered through a celite pad and the filtrate was concentrated to dryness. The residue was triturated with acetonitrile, collected, rinsed with ether and dried in vacuo to yield 5-(methylamino)pentanoic acid as a wh... Reactants: COc1ccc2nccc(CCC3CCN(C(=O)c4ccccc4)CC3)c2c1, CO, [Na+], [OH-]. The product is COc1ccc2c(c1)c(CCC1CCN(C(=O)c3ccccc3)CC1)cc[n+]2[O-]. RXN SMILES: [CH3:1][O:2][c:3]1[cH:4][c:5]2[c:6]([CH2:13][CH2:14][CH:15]3[CH2:16][CH2:17][N:18]([C:21]([c:22]4[cH:23][cH:24][cH:25][cH:26][cH:27]4)=[O:28])[CH2:19][CH2:20]3)[cH:7][cH:8][n:9][c:10]2[cH:11][cH:12]1.[CH3:31][OH:32].[Na+:30].[OH-:29]>>[CH3:1][O:2][c:3]1[cH:4][c:5]2[c:6]([CH2:13][CH2:14][CH:15]3[CH2:16][CH2:17][N:18]([C:21]([c:22]4[cH:23][cH:24][cH:25][cH:26][cH:27]4)=[O:28])[CH2:19][CH2:20]3)[cH:7][cH:8][n+:9]([O-:29])[c:10]2[cH:11][cH:12]1. Starting materials: CC1(NC(=O)OCc2ccccc2)Cc2cc(-c3ccc(F)cc3)ccc2N(Cc2ccccc2)C1=O, CO. The product is CC1(N)Cc2cc(-c3ccc(F)cc3)ccc2N(Cc2ccccc2)C1=O. RXN SMILES: [CH2:1]([c:2]1[cH:3][cH:4][cH:5][cH:6][cH:7]1)[N:8]1[C:9](=[O:37])[C:10]([CH3:25])([NH:26][C:27](=[O:28])[O:29][CH2:30][c:31]2[cH:32][cH:33][cH:34][cH:35][cH:36]2)[CH2:11][c:12]2[cH:13][c:14](-[c:18]3[cH:19][cH:20][c:21]([F:24])[cH:22][cH:23]3)[cH:15][cH:16][c:17]21.[CH3:38][OH:39]>>[CH2:1]([c:2]1[cH:3][cH:4][cH:5][cH:6][cH:7]1)[N:8]1[C:9](=[O:37])[C:10]([CH3:25])([NH2:26])[CH2:11][c:12]2[cH:13][c:14](-[c:18]3[cH:19][cH:20][c:21]([F:24])[cH:22][cH:23]3)[cH:15][cH:16][c:17]21.